From a dataset of the Open Reaction Database (ORD), a public repository of structured organic reaction records. describe an organic reaction: reactants, conditions, products, and yield Starting materials: [H][H] (hydrogen), CC1=C2CC(C(C2=C(C(=C1)C)O)=O)=CC1=CC=C(C=C1)OC (2,3-dihydro-4,6-dimethyl-7-hydroxy-2-(4-methoxybenzylidene)-1H-inden-1-one). The reagents and catalysts are [Pd] (palladium black). Run in C(C)OC(C)=O (ethylacetate), C(C)(=O)O (acetic acid). The product is CC1=C2CC(C(C2=C(C(=C1)C)O)=O)CC1=CC=C(C=C1)OC (2,3-dihydro-4, 6-dimethyl-7-hydroxy-2-(4-methoxybenzyl)-1H-inden-1-one). Reaction SMILES: [CH3:1][C:2]1[CH:10]=[C:9]([CH3:11])[C:8]([OH:12])=[C:7]2[C:3]=1[CH2:4][C:5](=[CH:14][C:15]1[CH:20]=[CH:19][C:18]([O:21][CH3:22])=[CH:17][CH:16]=1)[C:6]2=[O:13].[H][H]>C(OC(=O)C)C.C(O)(=O)C.[Pd]>[CH3:1][C:2]1[CH:10]=[C:9]([CH3:11])[C:8]([OH:12])=[C:7]2[C:3]=1[CH2:4][CH:5]([CH2:14][C:15]1[CH:16]=[CH:17][C:18]([O:21][CH3:22])=[CH:19][CH:20]=1)[C:6]2=[O:13]. Procedure details: 16.09 Grams of 2,3-dihydro-4,6-dimethyl-7-hydroxy-2-(4-methoxybenzylidene)-1H-inden-1-one was dissolved in a mixed solvent of 150 ml of ethylacetate with 100 ml of acetic acid, this solution was let subjected to catalytic reduction at room temperature under 3 atmospheric hydrogen gas pressure in the presence of 1.5 g of palladium black as the hydrogenation catalyst. After the catalytic reduction, the catalyst was removed by filtration, and the filtrate was concentrated by removing the solvent un... Starting materials: COc1ccc(C(O)c2ccc(Br)cn2)cc1, CCOC(C)=O, O=[Mn]=O. Product: COc1ccc(C(=O)c2ccc(Br)cn2)cc1. RXN SMILES: [Br:1][c:2]1[cH:3][cH:4][c:5]([CH:8]([OH:9])[c:10]2[cH:11][cH:12][c:13]([O:16][CH3:17])[cH:14][cH:15]2)[n:6][cH:7]1.[CH3:18][CH2:19][O:20][C:21]([CH3:22])=[O:23].[O:24]=[Mn:25]=[O:26]>>[Br:1][c:2]1[cH:3][cH:4][c:5]([C:8](=[O:9])[c:10]2[cH:11][cH:12][c:13]([O:16][CH3:17])[cH:14][cH:15]2)[n:6][cH:7]1. Reactants: Cc1nc2ccccc2n1Cc1ccc(Cl)cc1Cl, O=S(=O)(O)Cl, O. RXN SMILES: [Cl:1][c:2]1[c:3]([CH2:4][n:5]2[c:6]([CH3:14])[n:7][c:8]3[c:9]2[cH:10][cH:11][cH:12][cH:13]3)[cH:15][cH:16][c:17]([Cl:19])[cH:18]1.[Cl:20][S:21](=[O:22])(=[O:23])[OH:24].[OH2:25]>>[Cl:1][c:2]1[c:3]([CH2:4][n:5]2[c:6]([CH3:14])[n:7][c:8]3[c:9]2[cH:10][c:11]([S:21]([Cl:20])(=[O:22])=[O:23])[cH:12][cH:13]3)[cH:15][cH:16][c:17]([Cl:19])[cH:18]1. The product is Cc1nc2ccc(S(=O)(=O)Cl)cc2n1Cc1ccc(Cl)cc1Cl. Reactants: OCCCO, CCC(=O)c1ccnc(OC)c1, Cc1ccccc1, [Na+], O=C([O-])O, O, O=S(=O)(O)O, Cc1ccc(S(=O)(=O)O)cc1. Product: CCC1(c2ccnc(OC)c2)OCCCO1. As a reaction SMILES: [CH2:13]([CH2:14][CH2:15][OH:16])[OH:17].[CH3:1][O:2][c:3]1[n:4][cH:5][cH:6][c:7]([C:9]([CH2:10][CH3:11])=[O:12])[cH:8]1.[CH3:40][c:41]1[cH:42][cH:43][cH:44][cH:45][cH:46]1.[Na+:39].[O-:35][C:36]([OH:37])=[O:38].[OH2:23].[S:18](=[O:19])(=[O:20])([OH:21])[OH:22].[c:24]1([CH3:25])[cH:26][cH:27][c:28]([S:29]([OH:30])(=[O:31])=[O:32])[cH:33][cH:34]1>>[CH3:1][O:2][c:3]1[n:4][cH:5][cH:6][c:7]([C:9]2([CH2:10][CH3:11])[O:12][CH2:13][CH2:14][CH2:15][O:16]2)[cH:8]1. The reactants are N(CC(=O)NCC(=O)N[C@@H](C(C)C)C(=O)N1[C@H](C(=O)OCC2=CC=CC=C2)CCC1)C(=O)OC(C)(C)C (Boc-Gly-Gly-Val-Pro-OBzl), N(CC(=O)NCC(=O)O)C(=O)OC(C)(C)C (Boc-Gly-Gly-OH). Yields the product N(CC(=O)NCC(=O)N[C@@H](C(C)C)C(=O)N1[C@H](C(=O)O)CCC1)C(=O)OC(C)(C)C (Boc-Gly-Gly-Val-Pro-OH). RXN SMILES: [NH:1]([C:31]([O:33][C:34]([CH3:37])([CH3:36])[CH3:35])=[O:32])[CH2:2][C:3]([NH:5][CH2:6][C:7]([NH:9][C@H:10]([C:14]([N:16]1[CH2:30][CH2:29][CH2:28][C@H:17]1[C:18]([O:20]CC1C=CC=CC=1)=[O:19])=[O:15])[CH:11]([CH3:13])[CH3:12])=[O:8])=[O:4].N(C(OC(C)(C)C)=O)CC(NCC(O)=O)=O>C(O)(=O)C>[NH:1]([C:31]([O:33][C:34]([CH3:36])([CH3:35])[CH3:37])=[O:32])[CH2:2][C:3]([NH:5][CH2:6][C:7]([NH:9][C@H:10]([C:14]([N:16]1[CH2:30][CH2:29][CH2:28][C@H:17]1[C:18]([OH:20])=[O:19])=[O:15])[CH:11]([CH3:13])[CH3:12])=[O:8])=[O:4]. Reported procedure: IV (6.2 g, 0.012 mole) in acetic acid was hydrogenated and worked up as for II to obtain V quantitatively, no sharp m.p. 743 Calcd. for 83° C. Rf3, 0.25; Rf4, 0.15. Anal. Calcd. for C19H32N4O7 : C, 51.10; H, 7.67; N, 12.54%. Found: C, 51.28: H, 7.50, N, 12.38%. The solvent is C(C)(=O)O (acetic acid). Reactants: C(C)NC1=NC(=CC=C1[N+](=O)[O-])C(F)(F)F (2-(ethylamino)-3-nitro-6-(trifluoromethyl)pyridine). The reagents and catalysts are [OH-].[OH-].[Pd+2] (Pd(OH)2/C). Run in CO (MeOH). Yields the product NC=1C(=NC(=CC1)C(F)(F)F)NCC (3-Amino-2-(ethylamino)-6-(trifluoromethyl)pyridine). Yield: 99.5%. As a reaction SMILES: [CH2:1]([NH:3][C:4]1[C:9]([N+:10]([O-])=O)=[CH:8][CH:7]=[C:6]([C:13]([F:16])([F:15])[F:14])[N:5]=1)[CH3:2]>CO.[OH-].[OH-].[Pd+2]>[NH2:10][C:9]1[C:4]([NH:3][CH2:1][CH3:2])=[N:5][C:6]([C:13]([F:14])([F:15])[F:16])=[CH:7][CH:8]=1 |f:2.3.4|. Reported procedure: A solution of 2-(ethylamino)-3-nitro-6-(trifluoromethyl)pyridine (1.1 g, 4.9 mmol) in MeOH (40 mL) was stirred overnight at room temperature under hydrogen (1 atm.) in the presence of 20% Pd(OH)2/C (100 mg). The catalyst was removed by filtration through diatomaceous earth. The filtrate was concentrated under reduced pressure to give the title compound as an orange oil (1 g).